Dataset: the Open Reaction Database (ORD), a public repository of structured organic reaction records. Task: describe an organic reaction: reactants, conditions, products, and yield The reactants are BrC1=CC=C(C=C1)[C@@H]1N=C(N([C@@H]1C1=CC=C(C=C1)Br)C(=O)Cl)C1=C(C=C(C=C1)C(C)(C)C)OCC ((4S,5R)-4,5-bis-(4-bromo-phenyl)-2-(4-tert-butyl-2-ethoxy-phenyl)-4,5-dihydro-imidazole-1-carbonyl chloride), N1CCNC(CC1)=O ([1,4]diazepan-5-one). Yields the product BrC1=CC=C(C=C1)[C@@H]1N=C(N([C@@H]1C1=CC=C(C=C1)Br)C(=O)N1CCNC(CC1)=O)C1=C(C=C(C=C1)C(C)(C)C)OCC (1-[(4S,5R)-4,5-Bis-(4-bromo-phenyl)-2-(4-tert-butyl-2-ethoxy-phenyl)-4,5-dihydro-imidazole-1-carbonyl]-[1,4]diazepan-5-one). As a reaction SMILES: [Br:1][C:2]1[CH:7]=[CH:6][C:5]([C@H:8]2[C@@H:12]([C:13]3[CH:18]=[CH:17][C:16]([Br:19])=[CH:15][CH:14]=3)[N:11]([C:20](Cl)=[O:21])[C:10]([C:23]3[CH:28]=[CH:27][C:26]([C:29]([CH3:32])([CH3:31])[CH3:30])=[CH:25][C:24]=3[O:33][CH2:34][CH3:35])=[N:9]2)=[CH:4][CH:3]=1.[NH:36]1[CH2:42][CH2:41][C:40](=[O:43])[NH:39][CH2:38][CH2:37]1>>[Br:1][C:2]1[CH:7]=[CH:6][C:5]([C@H:8]2[C@@H:12]([C:13]3[CH:18]=[CH:17][C:16]([Br:19])=[CH:15][CH:14]=3)[N:11]([C:20]([N:36]3[CH2:42][CH2:41][C:40](=[O:43])[NH:39][CH2:38][CH2:37]3)=[O:21])[C:10]([C:23]3[CH:28]=[CH:27][C:26]([C:29]([CH3:32])([CH3:31])[CH3:30])=[CH:25][C:24]=3[O:33][CH2:34][CH3:35])=[N:9]2)=[CH:4][CH:3]=1. Procedure details: 1-[(4S,5R)-4,5-Bis-(4-bromo-phenyl)-2-(4-tert-butyl-2-ethoxy-phenyl)-4,5-dihydro-imidazole-1-carbonyl]-[1,4]diazepan-5-one was prepared from (4S,5R)-4,5-bis-(4-bromo-phenyl)-2-(4-tert-butyl-2-ethoxy-phenyl)-4,5-dihydro-imidazole-1-carbonyl chloride (example 12b) and [1,4]diazepan-5-one (Oakwood Products) in an analogous manner as described in example 25. LR-MS: 695.3 [(M+H)+] The reactants are C(C1=CC=CC=C1)(C1=CC=CC=C1)(C1=CC=CC=C1)N1C=NC(=C1)C=O (1-trityl-1H-imidazole-4-carbaldehyde), N1(CCCCC1)N (piperidin-1-ylamine), C(C)O (ethanol). Run in ClCCl (dichloromethane). Conditions: temperature 80 celsius. Product: N1(CCCCC1)N=CC=1N=CN(C1)C(C1=CC=CC=C1)(C1=CC=CC=C1)C1=CC=CC=C1 (Piperidin-1-yl-(1-trityl-1H-imidazol-4-yl-methylene)amine). Isolated yield 107.0%. RXN SMILES: [C:1]([N:20]1[CH:24]=[C:23]([CH:25]=O)[N:22]=[CH:21]1)([C:14]1[CH:19]=[CH:18][CH:17]=[CH:16][CH:15]=1)([C:8]1[CH:13]=[CH:12][CH:11]=[CH:10][CH:9]=1)[C:2]1[CH:7]=[CH:6][CH:5]=[CH:4][CH:3]=1.[N:27]1([NH2:33])[CH2:32][CH2:31][CH2:30][CH2:29][CH2:28]1.C(O)C>ClCCl>[N:27]1([N:33]=[CH:25][C:23]2[N:22]=[CH:21][N:20]([C:1]([C:14]3[CH:19]=[CH:18][CH:17]=[CH:16][CH:15]=3)([C:8]3[CH:13]=[CH:12][CH:11]=[CH:10][CH:9]=3)[C:2]3[CH:7]=[CH:6][CH:5]=[CH:4][CH:3]=3)[CH:24]=2)[CH2:32][CH2:31][CH2:30][CH2:29][CH2:28]1. Procedure: To a solution containing 342 mg (1.01 mmol) of 1-trityl-1H-imidazole-4-carbaldehyde and 100 mg (1.0 mmol) of piperidin-1-ylamine are added 3.5 mL of ethanol and 1.5 mL of dichloromethane. The reaction medium is heated at 80° C. for 1 hour. The solvents are evaporated off and 450 mg of a powder are obtained and used in the following step without further purification. Starting materials: ClC1=CC=C(C=O)C=C1 (4-chlorobenzaldehyde), [N+](=O)([O-])CC (nitroethane), N1CCCCC1 (piperidine). Run in C1(=CC=CC=C1)C (toluene). Reaction conditions: time 8 hour. Yields the product ClC1=CC=C(C=C1)\C=C(/C)\[N+](=O)[O-] ((E)-1-Chloro-4-(2-nitroprop-1-enyl)benzene). Yield: 58.0%. RXN SMILES: [Cl:1][C:2]1[CH:9]=[CH:8][C:5]([CH:6]=O)=[CH:4][CH:3]=1.[N+:10]([CH2:13][CH3:14])([O-:12])=[O:11].N1CCCCC1>C1(C)C=CC=CC=1>[Cl:1][C:2]1[CH:9]=[CH:8][C:5](/[CH:6]=[C:13](/[N+:10]([O-:12])=[O:11])\[CH3:14])=[CH:4][CH:3]=1. Procedure details: A solution of 4-chlorobenzaldehyde (28.57 g, 203 mmol), nitroethane (44.0 mL, 610 mmol) and piperidine (4.01 mL, 40.6 mmol) in toluene (200 mL) was stirred at reflux (Dean-Stark) for 6 h and the mixture was stored at room temperature overnight. The solvent was removed under reduced pressure and the product was recrystallised from absolute EtOH. The crystals were filtered off, washed with a small amount of absolute EtOH and dried to give 23.25 g of the desired product. The mother liquor was conce... Reactants: C(C1=CC=CC=C1)OC(=O)[C@H]1N(CCC1)C(NC(C)C)=O ((2S)-1-(Isopropylcarbamoyl)pyrrolidine-2-carboxylic acid benzyl ester), O.[OH-].[Li+] (Lithium hydroxide monohydrate). The solvent is C1CCOC1.O (THF H2O), C(C)(=O)OCC (ethyl acetate). Product: C(C)(C)NC(=O)N1[C@@H](CCC1)C(=O)O ((2S)-1-(Isopropylcarbamoyl)pyrrolidine-2-carboxylic acid). The yield is 40.7%. Reaction SMILES: C([O:8][C:9]([C@@H:11]1[CH2:15][CH2:14][CH2:13][N:12]1[C:16](=[O:21])[NH:17][CH:18]([CH3:20])[CH3:19])=[O:10])C1C=CC=CC=1.O.[OH-].[Li+]>C1COCC1.O.C(OCC)(=O)C>[CH:18]([NH:17][C:16]([N:12]1[CH2:13][CH2:14][CH2:15][C@H:11]1[C:9]([OH:10])=[O:8])=[O:21])([CH3:20])[CH3:19] |f:1.2.3,4.5|. Procedure details: (2S)-1-(Isopropylcarbamoyl)pyrrolidine-2-carboxylic acid benzyl ester (528 mg, 1.82 mmol) was dissolved in THF/H2O (9:1, 10 ml). Lithium hydroxide monohydrate (229 mg, 5.46 mmol) was added. After 18 h at room temperature the reaction mixture was diluted with ethyl acetate (50 ml). This solution was washed with 1M KHSO4, water and brine, dried (Na2SO4) and evaporated in vacuo to give a colourless oil identified as the title compound (148 mg, 0.74 mmol, 41%). Reactants: COC1=C2C(=CN(C2=CC=C1)CC1=CC=CC=C1)C(C(=O)N)=O (4-methoxy-alpha-oxo-1-(phenylmethyl)-1H-indole-3-acetamide), [BH4-].[Na+] (sodium borohydride), [BH4-].[Na+] (sodium borohydride). Solvent: C(C)O (ethanol). Conditions: time 20 hour. The product is COC1=C2C(=CN(C2=CC=C1)CC1=CC=CC=C1)C(C(=O)N)O (4-methoxy-alpha-hydroxy-1-(phenylmethyl)-1H-indole-3-acetamide). Isolated yield 43.0%. As a reaction SMILES: [CH3:1][O:2][C:3]1[CH:11]=[CH:10][CH:9]=[C:8]2[C:4]=1[C:5]([C:19](=[O:23])[C:20]([NH2:22])=[O:21])=[CH:6][N:7]2[CH2:12][C:13]1[CH:18]=[CH:17][CH:16]=[CH:15][CH:14]=1.[BH4-].[Na+]>C(O)C>[CH3:1][O:2][C:3]1[CH:11]=[CH:10][CH:9]=[C:8]2[C:4]=1[C:5]([CH:19]([OH:23])[C:20]([NH2:22])=[O:21])=[CH:6][N:7]2[CH2:12][C:13]1[CH:18]=[CH:17][CH:16]=[CH:15][CH:14]=1 |f:1.2|. Procedure details: A mixture of 1.4 g (4.5 mmol) of 4-methoxy-alpha-oxo-1-(phenylmethyl)-1H-indole-3-acetamide and 213 mg (5.6 mmol) of sodium borohydride and 50 mL of ethanol was stirred for 20 hours, 213 mg (5.6 mmol), of sodium borohydride added and stirred an additional 20 hours and the mixture filtered and evaporated at reduced pressure. The residue was stirred with ethyl acetate and water and the insoluble material was filtered to give 600 mg (43%) of 4-methoxy-alpha-hydroxy-1-(phenylmethyl)-1H-indole-3-acet...